The task is: describe an organic reaction: reactants, conditions, products, and yield. This data is from the Open Reaction Database (ORD), a public repository of structured organic reaction records. Product: Cc1cc2c(=O)c(N3CCC(O)(c4ccc(F)cc4)CC3)coc2cc1OCc1ccccc1. The reactants are BrCc1ccccc1, O=C([O-])[O-], Cc1cc2c(=O)c(N3CCC(O)(c4ccc(F)cc4)CC3)coc2cc1O, CC(C)=O, [K+], [K+]. As a reaction SMILES: [Br:34][CH2:35][c:36]1[cH:37][cH:38][cH:39][cH:40][cH:41]1.[C:28](=[O:29])([O-:30])[O-:31].[CH3:1][c:2]1[cH:3][c:4]2[c:5](=[O:27])[c:6]([N:13]3[CH2:14][CH2:15][C:16]([OH:19])([c:20]4[cH:21][cH:22][c:23]([F:26])[cH:24][cH:25]4)[CH2:17][CH2:18]3)[cH:7][o:8][c:9]2[cH:10][c:11]1[OH:12].[CH3:42][C:43](=[O:44])[CH3:45].[K+:32].[K+:33]>>[CH3:1][c:2]1[cH:3][c:4]2[c:5](=[O:27])[c:6]([N:13]3[CH2:14][CH2:15][C:16]([OH:19])([c:20]4[cH:21][cH:22][c:23]([F:26])[cH:24][cH:25]4)[CH2:17][CH2:18]3)[cH:7][o:8][c:9]2[cH:10][c:11]1[O:12][CH2:35][c:36]1[cH:37][cH:38][cH:39][cH:40][cH:41]1. Starting materials: NC1=CC=C(C=C1)C1=C(NC2=NC=CC=C21)C(=O)N (3-(4-aminophenyl)-1H-pyrrolo[2,3-b]pyridine-2-carboxamide), FC(OC1=CC=C(C=C1)N=C=O)F (4-difluoromethoxyphenyl isocyanate). Yields the product solid, FC(OC1=CC=C(C=C1)NC(NC1=CC=C(C=C1)C1=C(NC2=NC=CC=C21)C(=O)N)=O)F (3-{4-[3-(4-difluoromethoxyphenyl)ureido]phenyl}-1H-pyrrolo[2,3-b]pyridine-2-carboxamide). Reaction SMILES: [NH2:1][C:2]1[CH:7]=[CH:6][C:5]([C:8]2[C:16]3[C:11](=[N:12][CH:13]=[CH:14][CH:15]=3)[NH:10][C:9]=2[C:17]([NH2:19])=[O:18])=[CH:4][CH:3]=1.[F:20][CH:21]([F:32])[O:22][C:23]1[CH:28]=[CH:27][C:26]([N:29]=[C:30]=[O:31])=[CH:25][CH:24]=1>>[F:20][CH:21]([F:32])[O:22][C:23]1[CH:24]=[CH:25][C:26]([NH:29][C:30](=[O:31])[NH:1][C:2]2[CH:3]=[CH:4][C:5]([C:8]3[C:16]4[C:11](=[N:12][CH:13]=[CH:14][CH:15]=4)[NH:10][C:9]=3[C:17]([NH2:19])=[O:18])=[CH:6][CH:7]=2)=[CH:27][CH:28]=1. Procedure details: 47.5 mg of solid white 3-{4-[3-(4-difluoromethoxyphenyl)ureido]phenyl}-1H-pyrrolo[2,3-b]pyridine-2-carboxamide are prepared as described in Example 7 starting with 3-(4-aminophenyl)-1H-pyrrolo[2,3-b]pyridine-2-carboxamide and 4-difluoromethoxyphenyl isocyanate. Starting materials: C(C)OC(=O)C1=C(N=C(S1)Br)C(F)(F)F (2-Bromo-4-Trifluoromethyl-thiazole-5-carboxylic acid ethyl ester), C1(=CC=CC=C1)B(O)O (phenyl boronic acid), [F-].[K+] (potassium fluoride), C(C)(C)(C)P(C1=C(C=CC=C1)C1=CC=CC=C1)C(C)(C)C (2-(di-t-butylphosphino)biphenyl). The reagents and catalysts are C(C)(=O)[O-].[Pd+2].C(C)(=O)[O-] (palladium (II) acetate). Run in C1CCOC1 (THF), C(C)OCC (Diethyl ether). Reaction conditions: temperature 25 celsius, time 24 hour. Product: C(C)OC(=O)C1=C(N=C(S1)C1=CC=CC=C1)C(F)(F)F (2-Phenyl-4-trifluoromethyl-thiazole-5-carboxylic acid ethyl ester). Yield: 60.0%. RXN SMILES: [CH2:1]([O:3][C:4]([C:6]1[S:10][C:9](Br)=[N:8][C:7]=1[C:12]([F:15])([F:14])[F:13])=[O:5])[CH3:2].[C:16]1(B(O)O)[CH:21]=[CH:20][CH:19]=[CH:18][CH:17]=1.[F-].[K+].C(P(C(C)(C)C)C1C=CC=CC=1C1C=CC=CC=1)(C)(C)C>C1COCC1.C([O-])(=O)C.[Pd+2].C([O-])(=O)C.C(OCC)C>[CH2:1]([O:3][C:4]([C:6]1[S:10][C:9]([C:16]2[CH:21]=[CH:20][CH:19]=[CH:18][CH:17]=2)=[N:8][C:7]=1[C:12]([F:15])([F:14])[F:13])=[O:5])[CH3:2] |f:2.3,6.7.8|. Reported procedure: To a solution of thiazole III (2.0 g, 6.6 mmol) and the phenyl boronic acid (9.9 mmol) in THF (10 mL) was added potassium fluoride (1.15 g, 19.8 mmol), palladium (II) acetate (74 mg, 0.33 mmol), and 2-(di-t-butylphosphino)biphenyl (197 mg, 0.66 mmol). This mixture was stirred at 25° C. for 24 h. Diethyl ether (100 mL) was then added and the mixture was washed with 1 N aqueous NaOH (2×50 mL), saturated aqueous NaCl (1×50 mL), dried over MgSO4 and concentrated in vacuo to give an off-white solid. ... Starting materials: ClC1=CC=C(OC2=CC=C(C=C2)N2C(N(C[C@@H]2C2=CC(=CC=C2)C(F)(F)F)CC2=CC=C(C=C2)OC)=O)C=C1 ((S)-3-[4-(4-chloro-phenoxy)-phenyl]-1-(4-methoxy-benzyl)-4-(3-trifluoromethyl-phenyl)-imidazolidin-2-one), C(=O)(C(F)(F)F)O (TFA). Product: ClC1=CC=C(OC2=CC=C(C=C2)N2C(NC[C@@H]2C2=CC(=CC=C2)C(F)(F)F)=O)C=C1 ((S)-1-[4-(4-chloro-phenoxy)-phenyl]-5-(3-trifluoromethyl-phenyl)-imidazolidin-2-one). Isolated yield 91.2%. Reaction SMILES: [Cl:1][C:2]1[CH:39]=[CH:38][C:5]([O:6][C:7]2[CH:12]=[CH:11][C:10]([N:13]3[C@@H:17]([C:18]4[CH:23]=[CH:22][CH:21]=[C:20]([C:24]([F:27])([F:26])[F:25])[CH:19]=4)[CH2:16][N:15](CC4C=CC(OC)=CC=4)[C:14]3=[O:37])=[CH:9][CH:8]=2)=[CH:4][CH:3]=1.C(O)(C(F)(F)F)=O>>[Cl:1][C:2]1[CH:3]=[CH:4][C:5]([O:6][C:7]2[CH:8]=[CH:9][C:10]([N:13]3[C@@H:17]([C:18]4[CH:23]=[CH:22][CH:21]=[C:20]([C:24]([F:25])([F:27])[F:26])[CH:19]=4)[CH2:16][NH:15][C:14]3=[O:37])=[CH:11][CH:12]=2)=[CH:38][CH:39]=1. Reported procedure: (S)-3-[4-(4-chloro-phenoxy)-phenyl]-1-(4-methoxy-benzyl)-4-(3-trifluoromethyl-phenyl)-imidazolidin-2-one (2.1 g, 3.8 mmol) is treated with TFA (15 mL) at room temperature for 14 h. The excess of TFA is removed under vacuum and the residue is treated with saturated NaHCO3 aqueous solution (50 mL) and extracted with EtOAc (3×100 mL). The combined organic layer is washed with brine and dried (MgSO4). After removing the drying agent, the solution is concentrated and purified by flash column chromato... Reactants: C(C)OC(CN1N=C(C2=C(N(C1=O)CC(=O)C1CCCC1)C=CC=C2)C2CCCCC2)=O ([5-cyclohexyl-1-(2-cyclopentyl-2-oxo-ethyl)-2-oxo-1,2-dihydro-benzo[e][1,2,4]triazepin-3-yl]-acetic acid ethyl ester), [OH-].[Na+] (NaOH), [OH-].[K+] (KOH). The product is C1(CCCCC1)C=1C2=C(N(C(N(N1)CC(=O)O)=O)CC(=O)C1CCCC1)C=CC=C2 ([5-cyclohexyl-1-(2-cyclopentyl-2-oxo-ethyl )-2-oxo-1,2-dihydro-benzo[e][1,2,4]triazepin-3-yl]-acetic acid). As a reaction SMILES: C([O:3][C:4](=[O:32])[CH2:5][N:6]1[C:12](=[O:13])[N:11]([CH2:14][C:15]([CH:17]2[CH2:21][CH2:20][CH2:19][CH2:18]2)=[O:16])[C:10]2[CH:22]=[CH:23][CH:24]=[CH:25][C:9]=2[C:8]([CH:26]2[CH2:31][CH2:30][CH2:29][CH2:28][CH2:27]2)=[N:7]1)C.[OH-].[Na+].[OH-].[K+]>>[CH:26]1([C:8]2[C:9]3[CH:25]=[CH:24][CH:23]=[CH:22][C:10]=3[N:11]([CH2:14][C:15]([CH:17]3[CH2:18][CH2:19][CH2:20][CH2:21]3)=[O:16])[C:12](=[O:13])[N:6]([CH2:5][C:4]([OH:32])=[O:3])[N:7]=2)[CH2:27][CH2:28][CH2:29][CH2:30][CH2:31]1 |f:1.2,3.4|. Procedure: The [5-cyclohexyl-1-(2-cyclopentyl-2-oxo-ethyl)-2-oxo-1,2-dihydro-benzo[e][1,2,4]triazepin-3-yl]-acetic acid ethyl ester is reacted with an aqueous base such as NaOH, KOH, and the like, according to known methods, to yield [5-cyclohexyl-1-(2-cyclopentyl-2-oxo-ethyl )-2-oxo-1,2-dihydro-benzo[e][1,2,4]triazepin-3-yl]-acetic acid, which is preferably isolated, according to known methods. The reactants are [Al+3], C1CCOC1, [H-], [H-], [H-], [H-], [Li+], Nc1cc2ccccc2cc1C(=O)O, [Na+], [OH-], O. Yields the product Nc1cc2ccccc2cc1CO. As a reaction SMILES: [Al+3:16].[CH2:24]1[O:25][CH2:26][CH2:27][CH2:28]1.[H-:15].[H-:18].[H-:19].[H-:20].[Li+:17].[NH2:1][c:2]1[c:3]([C:12](=[O:13])[OH:14])[cH:4][c:5]2[cH:6][cH:7][cH:8][cH:9][c:10]2[cH:11]1.[Na+:23].[OH-:22].[OH2:21]>>[NH2:1][c:2]1[c:3]([CH2:12][OH:13])[cH:4][c:5]2[cH:6][cH:7][cH:8][cH:9][c:10]2[cH:11]1. Reactants: CS(=O)(=O)C1=CC=C(C=C1)B(O)O (4-(methylsulfonyl)phenylboronic acid), FC(C=1C(=NC=C(C1)C1=NN2C(S1)=NC=C2I)N)(F)F (3-(trifluoromethyl)-5-(5-iodoimidazo[2,1-b][1,3,4]thiadiazol-2-yl)pyridin-2-amine), C(=O)([O-])[O-].[Na+].[Na+] (Na2CO3). The reagents and catalysts are Cl[Pd]([P](C1=CC=CC=C1)(C2=CC=CC=C2)C3=CC=CC=C3)([P](C4=CC=CC=C4)(C5=CC=CC=C5)C6=CC=CC=C6)Cl (Pd(Ph3P)2Cl2). Run in O1CCOCC1 (dioxane). Product: CS(=O)(=O)C1=CC=C(C=C1)C1=CN=C2SC(=NN21)C=2C=C(C(=NC2)N)C(F)(F)F (5-[5-(4-Methanesulfonyl-phenyl)-imidazo[2,1-b][1,3,4]thiadiazol-2-yl]-3-trifluoromethyl-pyridin-2-ylamine). The yield is 57.1%. RXN SMILES: [F:1][C:2]([F:20])([F:19])[C:3]1[C:4]([NH2:18])=[N:5][CH:6]=[C:7]([C:9]2[S:13][C:12]3=[N:14][CH:15]=[C:16](I)[N:11]3[N:10]=2)[CH:8]=1.[CH3:21][S:22]([C:25]1[CH:30]=[CH:29][C:28](B(O)O)=[CH:27][CH:26]=1)(=[O:24])=[O:23].C([O-])([O-])=O.[Na+].[Na+]>O1CCOCC1.Cl[Pd](Cl)([P](C1C=CC=CC=1)(C1C=CC=CC=1)C1C=CC=CC=1)[P](C1C=CC=CC=1)(C1C=CC=CC=1)C1C=CC=CC=1>[CH3:21][S:22]([C:25]1[CH:30]=[CH:29][C:28]([C:16]2[N:11]3[C:12]([S:13][C:9]([C:7]4[CH:8]=[C:3]([C:2]([F:20])([F:19])[F:1])[C:4]([NH2:18])=[N:5][CH:6]=4)=[N:10]3)=[N:14][CH:15]=2)=[CH:27][CH:26]=1)(=[O:24])=[O:23] |f:2.3.4,^1:48,67|. Procedure details: 3-(trifluoromethyl)-5-(5-iodoimidazo[2,1-b][1,3,4]thiadiazol-2-yl)pyridin-2-amine (0.100 g, 0.243 mmol, 1 eq) was dissolved in dioxane (1.5 mL), then 4-(methylsulfonyl)phenylboronic acid (0.078 g, 0.389 mmol, 1.6 eq) was added followed by 2M aq. Na2CO3 (0.5 mL, 4 eq). The suspension was degassed (N2, 15 min) and equipped with an argon balloon. Pd(Ph3P)2Cl2 (0.043 g, 0.061 mmol, 0.25 eq) was quickly added, and the reaction flask was placed in a pre-heated bath (115° C.). After stirring at reflux ... The reactants are [BH4-], CCCCc1noc(C=O)c1COc1cc(C(=O)OC)n(C)n1, CO, [Na+]. Yields the product CCCCc1noc(CO)c1COc1cc(C(=O)OC)n(C)n1. As a reaction SMILES: [BH4-:24].[CH3:1][O:2][C:3](=[O:4])[c:5]1[n:6]([CH3:23])[n:7][c:8]([O:10][CH2:11][c:12]2[c:13]([CH2:19][CH2:20][CH2:21][CH3:22])[n:14][o:15][c:16]2[CH:17]=[O:18])[cH:9]1.[CH3:26][OH:27].[Na+:25]>>[CH3:1][O:2][C:3](=[O:4])[c:5]1[n:6]([CH3:23])[n:7][c:8]([O:10][CH2:11][c:12]2[c:13]([CH2:19][CH2:20][CH2:21][CH3:22])[n:14][o:15][c:16]2[CH2:17][OH:18])[cH:9]1. Reactants: C(Cl)Cl (methylene chloride), [OH-].[Na+] (Sodium hydroxide), N([C@@H](CSC(C1=CC=CC=C1)(C1=CC=CC=C1)C1=CC=CC=C1)C(=O)N)C(=O)OC(C)(C)C (Boc-Cys(Trt)-NH2), C(=O)O (formic acid), C(=O)O (formic acid). Solvent: O (water). Reaction conditions: time 30 minute. The product is N[C@@H](CSC(C1=CC=CC=C1)(C1=CC=CC=C1)C1=CC=CC=C1)C(=O)N (H-Cys(Trt)-NH2). As a reaction SMILES: [NH:1](C(OC(C)(C)C)=O)[C@H:2]([C:24]([NH2:26])=[O:25])[CH2:3][S:4][C:5]([C:18]1[CH:23]=[CH:22][CH:21]=[CH:20][CH:19]=1)([C:12]1[CH:17]=[CH:16][CH:15]=[CH:14][CH:13]=1)[C:6]1[CH:11]=[CH:10][CH:9]=[CH:8][CH:7]=1.C(O)=O.C(Cl)Cl.[OH-].[Na+]>O>[NH2:1][C@H:2]([C:24]([NH2:26])=[O:25])[CH2:3][S:4][C:5]([C:6]1[CH:11]=[CH:10][CH:9]=[CH:8][CH:7]=1)([C:18]1[CH:19]=[CH:20][CH:21]=[CH:22][CH:23]=1)[C:12]1[CH:13]=[CH:14][CH:15]=[CH:16][CH:17]=1 |f:3.4|. Procedure: To the Boc-Cys(Trt)-NH2 (100 gm), added formic acid (600 ml) at temperature of about 10° C. to about 20° C. Heated the solution to about 20° C. to about 35° C. and stirred for 30 minutes at the same temperature. Added an additional quantity of formic acid (200 ml) and stirred for two hours. Cooled the reaction mass to about 0° C. to about −10° C. and charged methylene chloride (1000 ml), DM water (100 ml) and adjusted pH to 7.5-9.0 with 8N aqueous Sodium hydroxide solution. Heated the solution t...